From a dataset of the Open Reaction Database (ORD), a public repository of structured organic reaction records. describe an organic reaction: reactants, conditions, products, and yield The reactants are CSc1ccc(C(C)(CC2CCOCC2)c2ccc(-c3ccccn3)[nH]2)nc1, CO, CCOC(C)=O, C1CCOC1, O. The product is CC(CC1CCOCC1)(c1ccc(S(C)(=O)=O)cn1)c1ccc(-c2ccccn2)[nH]1. As a reaction SMILES: [CH3:1][C:2]([CH2:3][CH:4]1[CH2:5][CH2:6][O:7][CH2:8][CH2:9]1)([c:10]1[nH:11][c:12](-[c:15]2[n:16][cH:17][cH:18][cH:19][cH:20]2)[cH:13][cH:14]1)[c:21]1[n:22][cH:23][c:24]([S:27][CH3:28])[cH:25][cH:26]1.[CH3:35][OH:36].[CH3:37][CH2:38][O:39][C:40](=[O:41])[CH3:42].[O:29]1[CH2:30][CH2:31][CH2:32][CH2:33]1.[OH2:34]>>[CH3:1][C:2]([CH2:3][CH:4]1[CH2:5][CH2:6][O:7][CH2:8][CH2:9]1)([c:10]1[nH:11][c:12](-[c:15]2[n:16][cH:17][cH:18][cH:19][cH:20]2)[cH:13][cH:14]1)[c:21]1[n:22][cH:23][c:24]([S:27]([CH3:28])(=[O:34])=[O:36])[cH:25][cH:26]1. Starting materials: CC(C)([O-])C.[K+] (potassium t-butoxide), C(C)OC(=O)C1(CCN(CC1)C(=O)OC(C)(C)C)CCNC1=NC=C(N=C1)Br (4-[2-(5-bromo-pyrazin-2-ylamino)-ethyl]-piperidine-1,4-dicarboxylic acid 1-tert-butyl ester 4-ethyl ester), solution, CC(C)([O-])C.[K+] (potassium t-butoxide). The solvent is C1CCOC1 (THF), C1CCOC1 (THF), C(C)(=O)OCC (ethyl acetate). Reaction conditions: time 1 hour. Product: C(C)(C)(C)OC(=O)N1CCC2(CCN(C2=O)C2=NC=C(N=C2)Br)CC1 (2-(5-Bromo-pyrazin-2-yl)-1-oxo-2,8-diaza-spiro[4.5]decane-8-carboxylic acid tert-butyl ester). Isolated yield 25.0%. As a reaction SMILES: C([O:3][C:4]([C:6]1([CH2:19][CH2:20][NH:21][C:22]2[CH:27]=[N:26][C:25]([Br:28])=[CH:24][N:23]=2)[CH2:11][CH2:10][N:9]([C:12]([O:14][C:15]([CH3:18])([CH3:17])[CH3:16])=[O:13])[CH2:8][CH2:7]1)=O)C.CC(C)([O-])C.[K+]>C1COCC1.C(OCC)(=O)C>[C:15]([O:14][C:12]([N:9]1[CH2:10][CH2:11][C:6]2([C:4](=[O:3])[N:21]([C:22]3[CH:27]=[N:26][C:25]([Br:28])=[CH:24][N:23]=3)[CH2:20][CH2:19]2)[CH2:7][CH2:8]1)=[O:13])([CH3:17])([CH3:16])[CH3:18] |f:1.2|. Procedure: To a solution of 4-[2-(5-bromo-pyrazin-2-ylamino)-ethyl]-piperidine-1,4-dicarboxylic acid 1-tert-butyl ester 4-ethyl ester (0.825 g, 1.81 mmols) in THF (10 mL) was added a 1 M solution of potassium t-butoxide in THF (2.0 mL), and allowed to stir at room temperature. After 1 hour LCMS was taken and reaction was not complete. After 5 hours, an additional 1 mL of potassium t-butoxide was added. The reaction mixture was allowed to stir for 16 hours. The three reaction mixtures were diluted with ethy... Reactants: NC=1C=CC=2CCC(N3C=C(C(C1C23)=O)C(=O)O)C (10-amino-6,7-dihydro-5-methyl-1-oxo-1H,5H-benzo[ij]quinolizine-2-carboxylic acid), 10-nitro, substituted benzo[ij]quinolizine-2-carboxylic acids, C(#N)C=1C=CC=2CCC(N3C=C(C(C1C23)=O)C(=O)O)C (10-cyano-6,7-dihydro-5-methyl-1-oxo-1H,5H-benzo[ij]quinolizine-2-carboxylic acid). The product is 10-nitro, CC1CCC2=C3C(C(C(=CN13)C(=O)O)=O)=CC=C2 (6,7-dihydro-5-methyl-1-oxo-1H,5H-benzo[ij]-quinolizine-2-carboxylic acid). Reaction SMILES: C([C:3]1[CH:4]=[CH:5][C:6]2[CH2:7][CH2:8][CH:9]([CH3:20])[N:10]3[C:15]=2[C:14]=1[C:13](=[O:16])[C:12]([C:17]([OH:19])=[O:18])=[CH:11]3)#N.NC1C=CC2CCC(C)N3C=2C=1C(=O)C(C(O)=O)=C3>>[CH3:20][CH:9]1[N:10]2[C:15]3[C:14](=[CH:3][CH:4]=[CH:5][C:6]=3[CH2:7][CH2:8]1)[C:13](=[O:16])[C:12]([C:17]([OH:19])=[O:18])=[CH:11]2. Procedure details: U.S. Pat. Nos. 3,896,131 and 3,985,882 describe the synthesis of substituted benzo[ij]quinolizine-2-carboxylic acids. The synthesis of the compound 10-cyano-6,7-dihydro-5-methyl-1-oxo-1H,5H-benzo[ij]quinolizine-2-carboxylic acid is described in Example 71 of said U.S. Pat. No. 3,896,131. That synthetic process utilizes 10-amino-6,7-dihydro-5-methyl-1-oxo-1H,5H-benzo[ij]quinolizine-2-carboxylic acid as an intermediate, which intermediate is prepared from the corresponding 10-nitro compound. The 1... The reactants are ClC1=CN=CC(=N1)C1=NN(C2=CC=C(C=C12)C1=NC(=CN=C1)C1CC1)C1OCCCC1 (3-(6-chloropyrazin-2-yl)-5-(6-cyclopropylpyrazin-2-yl)-1-(tetrahydro-2H-pyran-2-yl)-1H-indazole), C1(CCCCC1)P(C1=C(C=CC=C1)C1=C(C=C(C=C1CCC)CCC)CCC)C1CCCCC1 (2-(dicyclohexylphosphino)-2′,4′,6′-tri-1-propyl-1,1′-biphenyl), CC(C)C1=CC(=C(C(=C1)C(C)C)C2=C(C=CC=C2)P(C3CCCCC3)C4CCCCC4)C(C)C (X-Phos), [Br-].C1(CC1)[Zn+] (Cyclopropylzinc bromide). The reagents and catalysts are CC(=O)[O-].CC(=O)[O-].[Pd+2] (Pd(OAc)2). Conditions: time 2 hour. The product is C1(CC1)C1=CN=CC(=N1)C1=NN(C2=CC=C(C=C12)C1=NC(=CN=C1)C1CC1)C1OCCCC1 (3,5-bis(6-cyclopropylpyrazin-2-yl)-1-(tetrahydro-2H-pyran-2-yl)-1H-indazole). Yield: 21.4%. RXN SMILES: Cl[C:2]1[N:7]=[C:6]([C:8]2[C:16]3[C:11](=[CH:12][CH:13]=[C:14]([C:17]4[CH:22]=[N:21][CH:20]=[C:19]([CH:23]5[CH2:25][CH2:24]5)[N:18]=4)[CH:15]=3)[N:10]([CH:26]3[CH2:31][CH2:30][CH2:29][CH2:28][O:27]3)[N:9]=2)[CH:5]=[N:4][CH:3]=1.C1(P(C2CCCCC2)C2C=CC=CC=2C2C(CCC)=CC(CCC)=CC=2CCC)CCCCC1.CC(C1C=C(C(C)C)C(C2C=CC=CC=2P(C2CCCCC2)C2CCCCC2)=C(C(C)C)C=1)C.[Br-].[CH:101]1([Zn+])[CH2:103][CH2:102]1>CC([O-])=O.CC([O-])=O.[Pd+2]>[CH:101]1([C:2]2[N:7]=[C:6]([C:8]3[C:16]4[C:11](=[CH:12][CH:13]=[C:14]([C:17]5[CH:22]=[N:21][CH:20]=[C:19]([CH:23]6[CH2:25][CH2:24]6)[N:18]=5)[CH:15]=4)[N:10]([CH:26]4[CH2:31][CH2:30][CH2:29][CH2:28][O:27]4)[N:9]=3)[CH:5]=[N:4][CH:3]=2)[CH2:103][CH2:102]1 |f:3.4,5.6.7|. Procedure: A microwave tube was charged with 3-(6-chloropyrazin-2-yl)-5-(6-cyclopropylpyrazin-2-yl)-1-(tetrahydro-2H-pyran-2-yl)-1H-indazole (Ex. 243e, 111 mg, 0.256 mmol), Pd(OAc)2 (3 mg, 0.013 mmol) and 2-(dicyclohexylphosphino)-2′,4′,6′-tri-1-propyl-1,1′-biphenyl, (X-Phos) (12 mg, 0.026 mmol) and the tube was sealed. The tube was evacuated under vacuum and backfilled with N2 (3×). THF (1.7 mL) was added and the mixture was cooled in an ice-water bath. Cyclopropylzinc bromide solution (0.5 M in THF, 0.62... The reactants are F[B-](F)(F)F, C=CCOCC(N)c1nc2cc(Cl)ccc2[nH]1, CCO, Cc1cc(C(=O)O)ccc1C(=O)N1CC=CC1, CCN(C(C)C)C(C)C, Cl, ClCCl, C1CCOC1, CN(C)C(On1nnc2ccccc21)=[N+](C)C. The product is C=CCOCC(NC(=O)c1ccc(C(=O)N2CC=CC2)c(C)c1)c1nc2cc(Cl)ccc2[nH]1. RXN SMILES: [B-:18]([F:19])([F:20])([F:21])[F:22].[CH2:49]([CH:50]=[CH2:51])[O:52][CH2:53][CH:54]([c:55]1[n:56][c:57]2[c:58]([nH:59]1)[cH:60][cH:61][c:62]([Cl:64])[cH:63]2)[NH2:65].[CH2:72]([OH:73])[CH3:74].[CH3:1][c:2]1[cH:3][c:4]([C:5](=[O:6])[OH:7])[cH:8][cH:9][c:10]1[C:11](=[O:12])[N:13]1[CH2:14][CH:15]=[CH:16][CH2:17]1.[CH:40]([N:41]([CH:42]([CH3:43])[CH3:44])[CH2:45][CH3:46])([CH3:47])[CH3:48].[Cl:66].[Cl:75][CH2:76][Cl:77].[O:67]1[CH2:68][CH2:69][CH2:70][CH2:71]1.[n:23]1([O:24][C:25]([N:26]([CH3:27])[CH3:28])=[N+:29]([CH3:30])[CH3:31])[c:32]2[cH:33][cH:34][cH:35][cH:36][c:37]2[n:38][n:39]1>>[CH3:1][c:2]1[cH:3][c:4]([C:5](=[O:7])[NH:65][CH:54]([CH2:53][O:52][CH2:49][CH:50]=[CH2:51])[c:55]2[n:56][c:57]3[c:58]([nH:59]2)[cH:60][cH:61][c:62]([Cl:64])[cH:63]3)[cH:8][cH:9][c:10]1[C:11](=[O:12])[N:13]1[CH2:14][CH:15]=[CH:16][CH2:17]1. As a reaction SMILES: [CH3:1][O:2][C:3]([CH:4]([CH2:5][CH:6]1[CH2:7][CH2:8][CH2:9][CH2:10]1)[c:11]1[cH:12][c:13]([Br:21])[c:14]([S:17](=[O:18])(=[O:19])[CH3:20])[cH:15][cH:16]1)=[O:22].[CH3:26][N:27]([CH3:28])[CH:29]=[O:30].[Cu:23][C:24]#[N:25]>>[CH3:1][O:2][C:3]([CH:4]([CH2:5][CH:6]1[CH2:7][CH2:8][CH2:9][CH2:10]1)[c:11]1[cH:12][c:13]([C:24]#[N:25])[c:14]([S:17](=[O:18])(=[O:19])[CH3:20])[cH:15][cH:16]1)=[O:22]. Product: COC(=O)C(CC1CCCC1)c1ccc(S(C)(=O)=O)c(C#N)c1. Starting materials: COC(=O)C(CC1CCCC1)c1ccc(S(C)(=O)=O)c(Br)c1, CN(C)C=O, N#C[Cu]. Reactants: C([O-])(O)=O.[Na+] (sodium bicarbonate), O.O.[Sn](Cl)Cl (tin(II) chloride dihydrate), ClC1=CNC=2N=CC=C(C21)NC2=C(C=C(C=C2)[N+](=O)[O-])F (3-chloro-N-(2-fluoro-4-nitrophenyl)-1H-pyrrolo[2,3-b]pyridine-4-amine), O (water). The solvent is CN(C)C=O (DMF). Conditions: time 8 hour. The product is ClC1=CNC2=NC=CC(=C21)NC2=C(C=C(C=C2)N)F (N1-(3-Chloro-1H-pyrrolo[2,3-b]pyridin-4-yl)-2-fluorobenzene-1,4-diamine). As a reaction SMILES: O.O.[Sn](Cl)Cl.[Cl:6][C:7]1[C:15]2[C:14]([NH:16][C:17]3[CH:22]=[CH:21][C:20]([N+:23]([O-])=O)=[CH:19][C:18]=3[F:26])=[CH:13][CH:12]=[N:11][C:10]=2[NH:9][CH:8]=1.O.C(=O)(O)[O-].[Na+]>CN(C=O)C>[Cl:6][C:7]1[C:15]2[C:10](=[N:11][CH:12]=[CH:13][C:14]=2[NH:16][C:17]2[CH:22]=[CH:21][C:20]([NH2:23])=[CH:19][C:18]=2[F:26])[NH:9][CH:8]=1 |f:0.1.2,5.6|. Procedure: 147 mg (650 μmol) of tin(II) chloride dihydrate are added to a solution of 40 mg (130 μmol) of 3-chloro-N-(2-fluoro-4-nitrophenyl)-1H-pyrrolo[2,3-b]pyridine-4-amine in 2.50 ml of DMF, and this solution is stirred at RT overnight. 5 ml of water are then added, and the pH is adjusted to 10 using saturated sodium bicarbonate solution. After filtration through Celite, the Celite is washed with 40 ml of ethyl acetate. The aqueous phase of the filtrate is extracted twice with 10 ml of ethyl acetate. T...